This data is from the Open Reaction Database (ORD), a public repository of structured organic reaction records. The task is: describe an organic reaction: reactants, conditions, products, and yield The reactants are [Br-].C(=O)(O)CCCC[P+](C1=CC=CC=C1)(C1=CC=CC=C1)C1=CC=CC=C1 ((4-Carboxybutyl)triphenylphosphonium bromide), CC(C)([O-])C.[K+] (potassium t-butoxide), C1OC(CC2C3CC(OC3CC2OC2OCCCC2)O)OC1 (6-(2,2-ethylenedioxyethyl)-7-tetrahydropyranyloxy-2-oxabicyclo[3.3.0]octan-3-ol). Run in C1CCOC1 (THF). Reaction conditions: time 8 hour. Product: C1OC(C[C@@H]2[C@H]([C@H](C[C@H]2OC2OCCCC2)O)C\C=C/CCCC(=O)O)OC1 (Z-7-[(1 R,2 R,3 R,5 S)-2-(2,2-ethylenedioxyethyl)-5-hydroxy-3-(tetrahydropyranyloxy)cyclopentyl]hept-5-enoic acid). RXN SMILES: [Br-].[C:2]([CH2:5][CH2:6][CH2:7][CH2:8][P+](C1C=CC=CC=1)(C1C=CC=CC=1)C1C=CC=CC=1)([OH:4])=[O:3].CC(C)([O-])C.[K+].[CH2:34]1[CH2:55][O:54][CH:36]([CH2:37][CH:38]2[CH:45]([O:46][CH:47]3[CH2:52][CH2:51][CH2:50][CH2:49][O:48]3)[CH2:44][CH:43]3[CH:39]2[CH2:40][CH:41](O)[O:42]3)[O:35]1>C1COCC1>[CH2:34]1[CH2:55][O:54][CH:36]([CH2:37][C@H:38]2[C@H:45]([O:46][CH:47]3[CH2:52][CH2:51][CH2:50][CH2:49][O:48]3)[CH2:44][C@H:43]([OH:42])[C@@H:39]2[CH2:40]/[CH:41]=[CH:8]\[CH2:7][CH2:6][CH2:5][C:2]([OH:4])=[O:3])[O:35]1 |f:0.1,2.3|. Reported procedure: (4-Carboxybutyl)triphenylphosphonium bromide (22.03 g) and potassium t-butoxide (1-M, 99.4 ml) were treated in THF (100 ml) to give a ylide, to which was added the previously obtained lactol (58) at 0° C., and the mixture was kept at room temperature overnight. The reaction was worked up in the usual manner to give the carboxylic acid Reactants: NCCCOCCOCCCN, CN(C)c1cccc2c(S(=O)(=O)Cl)cccc12, CC#N, O. Yields the product CN(C)c1cccc2c(S(=O)(=O)NCCCOCCOCCCN)cccc12. RXN SMILES: [CH2:1]([CH2:2][CH2:3][O:4][CH2:5][CH2:6][O:7][CH2:8][CH2:9][CH2:10][NH2:11])[NH2:12].[CH3:13][N:14]([CH3:15])[c:16]1[cH:17][cH:18][cH:19][c:20]2[c:21]([S:26]([Cl:27])(=[O:28])=[O:29])[cH:22][cH:23][cH:24][c:25]12.[CH3:31][C:32]#[N:33].[OH2:30]>>[CH2:1]([CH2:2][CH2:3][O:4][CH2:5][CH2:6][O:7][CH2:8][CH2:9][CH2:10][NH2:11])[NH:12][S:26]([c:21]1[c:20]2[cH:19][cH:18][cH:17][c:16]([N:14]([CH3:13])[CH3:15])[c:25]2[cH:24][cH:23][cH:22]1)(=[O:28])=[O:29]. Reactants: N(=[N+]=[N-])[C@H]1C[C@@H](O[C@@H]1CO)N1C(=O)N=C(N)C=C1 (3'-azido-2',3'-dideoxycytidine), N (ammonia), N(=[N+]=[N-])[C@H]1C[C@@H](O[C@@H]1CO)N1C(=O)N=C(N)C=C1 (3'-azido-2',3'-dideoxycytidine). The reagents and catalysts are [Pd] (palladium on charcoal). Yields the product N[C@H]1C[C@@H](O[C@@H]1CO)N1C(=O)N=C(N)C=C1 (3'-amino-2',3'-dideoxycytidine). As a reaction SMILES: [N:1]([C@@H:4]1[C@@H:8]([CH2:9][OH:10])[O:7][C@@H:6]([N:11]2[CH:18]=[CH:17][C:15]([NH2:16])=[N:14][C:12]2=[O:13])[CH2:5]1)=[N+]=[N-].N>[Pd]>[NH2:1][C@@H:4]1[C@@H:8]([CH2:9][OH:10])[O:7][C@@H:6]([N:11]2[CH:18]=[CH:17][C:15]([NH2:16])=[N:14][C:12]2=[O:13])[CH2:5]1. Procedure details: The synthesis of several new 3 -azido and 3'-amino nucleosides is outlined above. Tritylation of 2'-deoxyuridine (I) with trityl chloride in pyridine gives the corresponding 5'-0-trityl derivative, (II), which is then converted to the 3'-0-methanesulfonyl analog, (III), with methanesulfonyl chloride in pyridine. The replacement of the mesyloxy group at the 3'-position in (III) with net inversion to yield 1-(2'-deoxy-5'-0-trityl-β-D-lyxosyl)uracil (V), is accomplished by refluxing compound (III) ... Reactants: NC1=C(NC2=CC(=CC=C12)Cl)C(C1=CC=CC=C1)=O (3-amino-2-benzoyl-6-chloroindole), ClC1=C(C(=O)Cl)C=CC=C1 (2-chlorobenzoyl chloride). The solvent is ClCCl.CCCCCC (dichloromethane hexane). Yields the product C(C1=CC=CC=C1)(=O)C=1NC2=CC(=CC=C2C1NC(C1=C(C=CC=C1)Cl)=O)Cl (2-Benzoyl-6-chloro-3-(2-chlorobenzamido)indole). Reaction SMILES: [NH2:1][C:2]1[C:10]2[C:5](=[CH:6][C:7]([Cl:11])=[CH:8][CH:9]=2)[NH:4][C:3]=1[C:12](=[O:19])[C:13]1[CH:18]=[CH:17][CH:16]=[CH:15][CH:14]=1.[Cl:20][C:21]1[CH:29]=[CH:28][CH:27]=[CH:26][C:22]=1[C:23](Cl)=[O:24]>ClCCl.CCCCCC>[C:12]([C:3]1[NH:4][C:5]2[C:10]([C:2]=1[NH:1][C:23](=[O:24])[C:22]1[CH:26]=[CH:27][CH:28]=[CH:29][C:21]=1[Cl:20])=[CH:9][CH:8]=[C:7]([Cl:11])[CH:6]=2)(=[O:19])[C:13]1[CH:18]=[CH:17][CH:16]=[CH:15][CH:14]=1 |f:2.3|. Reported procedure: The title compound was prepared according to the procedure described in Example 19 employing 3-amino-2-benzoyl-6-chloroindole (Example 1) and 2-chlorobenzoyl chloride. m.p.: 229-234° C. (dichloromethane/hexane)